From a dataset of the Open Reaction Database (ORD), a public repository of structured organic reaction records. describe an organic reaction: reactants, conditions, products, and yield The reactants are BrCC(=O)C1=C(C=C(C=C1)OCCCCl)F (alpha-bromo-2′-fluoro-4′-chloropropoxyacetophenone), NC1=NC=CC(=C1)C (2-amino-4-picoline). Run in C(C)O (ethanol). Yields the product ClCCCOC1=CC(=C(C=C1)C=1N=C2N(C=CC(=C2)C)C1)F (2-(4′-chloropropoxy-2′fluorophenyl)-7-methylimidazo[1,2-a]pyridine). As a reaction SMILES: Br[CH2:2][C:3]([C:5]1[CH:10]=[CH:9][C:8]([O:11][CH2:12][CH2:13][CH2:14][Cl:15])=[CH:7][C:6]=1[F:16])=O.[NH2:17][C:18]1[CH:23]=[C:22]([CH3:24])[CH:21]=[CH:20][N:19]=1>C(O)C>[Cl:15][CH2:14][CH2:13][CH2:12][O:11][C:8]1[CH:9]=[CH:10][C:5]([C:3]2[N:17]=[C:18]3[CH:23]=[C:22]([CH3:24])[CH:21]=[CH:20][N:19]3[CH:2]=2)=[C:6]([F:16])[CH:7]=1. Reported procedure: A solution of the product of Step B (1.0 g) and 2-amino-4-picoline (0.357 g) in ethanol (4 mL) was heated at 73° C. for 18 hours. The reaction mixture was cooled to ambient temperature and the solvent evaporated in vacuo. A portion of the residue was purified via silica gel chromatography (ethyl acetate/hexane) directly. The remainder of the residue was dissolved in methanol/dichloromethane and treated with Dowex® 550A basic resin (Aldrich, Milwaukee, Wis.) for 10 minutes. The resin was removed ... The reactants are NC=1C=C(C=CC1)NC1=NC=C(C(=N1)NC1=CC(=CC=C1)N)F (N2,N4-Bis(3-aminophenyl)-5-fluoro-2,4-pyrimidinediamine), Cl (HCl). Run in O1CCOCC1 (dioxane). Yields the product Cl.NC=1C=C(C=CC1)NC1=NC=C(C(=N1)NC1=CC(=CC=C1)N)F (N2,N4-bis(3-aminophenyl)-5-fluoro-2,4-pyrimidinediamine hydrogen chloride salt). Reaction SMILES: [NH2:1][C:2]1[CH:3]=[C:4]([NH:8][C:9]2[N:14]=[C:13]([NH:15][C:16]3[CH:21]=[CH:20][CH:19]=[C:18]([NH2:22])[CH:17]=3)[C:12]([F:23])=[CH:11][N:10]=2)[CH:5]=[CH:6][CH:7]=1.[ClH:24]>O1CCOCC1>[ClH:24].[NH2:1][C:2]1[CH:3]=[C:4]([NH:8][C:9]2[N:14]=[C:13]([NH:15][C:16]3[CH:21]=[CH:20][CH:19]=[C:18]([NH2:22])[CH:17]=3)[C:12]([F:23])=[CH:11][N:10]=2)[CH:5]=[CH:6][CH:7]=1 |f:3.4|. Reported procedure: N2,N4-Bis(3-aminophenyl)-5-fluoro-2,4-pyrimidinediamine was treated with 2 equivalents of HCl in dioxane. The volatiles were removed under reduced pressure to give N2,N4-bis(3-aminophenyl)-5-fluoro-2,4-pyrimidinediamine hydrogen chloride salt. LCMS: ret. time: 9.74 min.; purity: 91.3%; MS (m/e): 311.06 (MH+).